Dataset: the Open Reaction Database (ORD), a public repository of structured organic reaction records. Task: describe an organic reaction: reactants, conditions, products, and yield Starting materials: ClS(=O)(=O)N=C=O (chlorosulfonyl isocyanate), S1N=NC(=C1)C1=C(C=CC=C1)O (2-(1,2,3-thiadiazol-4-yl)phenol). The solvent is C1(=CC=CC=C1)C (toluene). Run at temperature 25 celsius, time 1 hour. The product is N(=C=O)S(=O)(=O)OC1=C(C=CC=C1)C=1N=NSC1 (2-(1,2,3-Thiadiazol-4-yl)phenyl isocyanatosulfonate). The yield is 88.5%. As a reaction SMILES: Cl[S:2]([N:5]=[C:6]=[O:7])(=[O:4])=[O:3].[S:8]1[CH:12]=[C:11]([C:13]2[CH:18]=[CH:17][CH:16]=[CH:15][C:14]=2[OH:19])[N:10]=[N:9]1>C1(C)C=CC=CC=1>[N:5]([S:2]([O:19][C:14]1[CH:15]=[CH:16][CH:17]=[CH:18][C:13]=1[C:11]1[N:10]=[N:9][S:8][CH:12]=1)(=[O:4])=[O:3])=[C:6]=[O:7]. Procedure details: By the procedure of Example 1, 7.9 g of chlorosulfonyl isocyanate was reacted with 10 g of 2-(1,2,3-thiadiazol-4-yl)phenol [prepared by the procedure of U.S. Pat. No. 3,940,407] in 125 ml of dry toluene. The reaction mixture was stirred at 25° C. for 1 hour, then heated at 100° to 110° C. for 1 hour. The resulting solution was cooled to 25° C., filtered, and the filtrate was concentrated in vacuo to yield 14 g of the title compound as a crude oil. The IR showed an isocyanate absorption at 2220 c... The reactants are [N+](=O)([O-])C1=C(C=CC=C1)C(=O)C=1C=NC(=CC1)OC ((2-nitrophenyl)-(6-methoxypyridin-3-yl)methanone). Reagents/catalysts: [Pd] (Palladium on carbon). The solvent is C(C)O (ethanol). Conditions: time 30 minute. The product is NC1=C(C=CC=C1)C(=O)C=1C=NC(=CC1)OC ((2-Aminophenyl)-(6-methoxypyridin-3-yl)methanone). The yield is 87.4%. Reaction SMILES: [N+:1]([C:4]1[CH:9]=[CH:8][CH:7]=[CH:6][C:5]=1[C:10]([C:12]1[CH:13]=[N:14][C:15]([O:18][CH3:19])=[CH:16][CH:17]=1)=[O:11])([O-])=O>[Pd].C(O)C>[NH2:1][C:4]1[CH:9]=[CH:8][CH:7]=[CH:6][C:5]=1[C:10]([C:12]1[CH:13]=[N:14][C:15]([O:18][CH3:19])=[CH:16][CH:17]=1)=[O:11]. Procedure details: 10% Palladium on carbon (1 g) was added to a solution of (2-nitrophenyl)-(6-methoxypyridin-3-yl)methanone (3.6 g) in ethanol (100 ml) and the mixture was hydrogenated at 10 psi (0.7×105N.m-2) for 30 minutes. The reaction mixture was filtered then evaporated to dryness. The residue was purified by column chromatography on silica using ethyl acetate/petroleum ether (60-80) (1:4) to afford the title compound as a yellow solid (2.78 g). mp 60°-62° C. Rf =0.50 in 33% ethyl acetate/petroleum ether (60... Reactants: CN(C=O)C (N,N-dimethylformamide), ClC=1C(=C(C=C2C(C(=CN(C12)C1=NC(=C(C=C1F)F)NC(C)C)C(=O)O)=O)F)F (8-chloro-6,7-difluoro-1-(3,5-difluoro-6-isopropylaminopyridine-2-yl)-4-oxo-1,4-dihydroquinoline-3-carboxylic acid), Cl.Cl.NC1CNC1 (3-aminoazetidine dihydrochloride), CN1CCCC1 (N-methylpyrrolidine). The solvent is C(C)O (ethanol). Run at temperature 80 celsius, time 30 minute. Yields the product NC1CN(C1)C1=C(C=C2C(C(=CN(C2=C1Cl)C1=NC(=C(C=C1F)F)NC(C)C)C(=O)O)=O)F (7-(3-aminoazetidine-1-yl)-8-chloro-6-fluoro-1-(3,5-difluoro-6-isopropylaminopyridine-2-yl)-4-oxo-1,4-dihydroquinoline-3-carboxylic acid). Yield: 82.7%. As a reaction SMILES: CN(C)C=O.[Cl:6][C:7]1[C:8](F)=[C:9]([F:33])[CH:10]=[C:11]2[C:16]=1[N:15]([C:17]1[C:22]([F:23])=[CH:21][C:20]([F:24])=[C:19]([NH:25][CH:26]([CH3:28])[CH3:27])[N:18]=1)[CH:14]=[C:13]([C:29]([OH:31])=[O:30])[C:12]2=[O:32].Cl.Cl.[NH2:37][CH:38]1[CH2:41][NH:40][CH2:39]1.CN1CCCC1>C(O)C>[NH2:37][CH:38]1[CH2:41][N:40]([C:8]2[C:7]([Cl:6])=[C:16]3[C:11]([C:12](=[O:32])[C:13]([C:29]([OH:31])=[O:30])=[CH:14][N:15]3[C:17]3[C:22]([F:23])=[CH:21][C:20]([F:24])=[C:19]([NH:25][CH:26]([CH3:27])[CH3:28])[N:18]=3)=[CH:10][C:9]=2[F:33])[CH2:39]1 |f:2.3.4|. Procedure: To 160 mg of N,N-dimethylformamide were added 55 mg of 8-chloro-6,7-difluoro-1-(3,5-difluoro-6-isopropylaminopyridine-2-yl)-4-oxo-1,4-dihydroquinoline-3-carboxylic acid, 35 mg of 3-aminoazetidine dihydrochloride, and 120 mg of N-methylpyrrolidine, and the mixture was stirred at 80° C. for 30 minutes. After adding 0.5 ml of ethanol, the mixture was allowed to cool, and the precipitate was collected by filtration and washed with ethanol and diisopropylether successively to obtain 51 mg of the titl... Starting materials: CNCCC1=CC=C(C=C1)C1=NN(C=N1)C1=CC=C(C=C1)OC(F)(F)F (N-methyl-2-(4-(1-(4-(trifluoromethoxy)phenyl)-1H-1,2,4-triazol-3-yl)phenyl)ethanamine), [N+](=O)([O-])C1=CC=C(C=C1)C1C(N(/C(/S1)=N/C([O-])=O)C1=C(C=CC(=C1)C)C(C)C)=O ((Z)-4-nitrophenyl(3-(2-isopropyl-5-methylphenyl)-4-oxothiazolidin-2-ylidene)carbamate). Product: C(C)(C)C1=C(C=C(C=C1)C)N1/C(/SCC1=O)=N/C(N(CCC1=CC=C(C=C1)C1=NN(C=N1)C1=CC=C(C=C1)OC(F)(F)F)C)=O ((Z)-3-(3-(2-isopropyl-5-methylphenyl)-4-oxothiazolidin-2-ylidene)-1-methyl-1-(4-(1-(4-(trifluoromethoxy)phenyl)-1H-1,2,4-triazol-3-yl)phenethyl)urea), foam. Isolated yield 63.0%. RXN SMILES: [CH3:1][NH:2][CH2:3][CH2:4][C:5]1[CH:10]=[CH:9][C:8]([C:11]2[N:15]=[CH:14][N:13]([C:16]3[CH:21]=[CH:20][C:19]([O:22][C:23]([F:26])([F:25])[F:24])=[CH:18][CH:17]=3)[N:12]=2)=[CH:7][CH:6]=1.[N+](C1C=CC([CH:36]2[S:40]/[C:39](=[N:41]\[C:42](=[O:44])[O-])/[N:38]([C:45]3[CH:50]=[C:49]([CH3:51])[CH:48]=[CH:47][C:46]=3[CH:52]([CH3:54])[CH3:53])[C:37]2=[O:55])=CC=1)([O-])=O>>[CH:52]([C:46]1[CH:47]=[CH:48][C:49]([CH3:51])=[CH:50][C:45]=1[N:38]1[C:37](=[O:55])[CH2:36][S:40]/[C:39]/1=[N:41]\[C:42](=[O:44])[N:2]([CH3:1])[CH2:3][CH2:4][C:5]1[CH:10]=[CH:9][C:8]([C:11]2[N:15]=[CH:14][N:13]([C:16]3[CH:21]=[CH:20][C:19]([O:22][C:23]([F:24])([F:26])[F:25])=[CH:18][CH:17]=3)[N:12]=2)=[CH:7][CH:6]=1)([CH3:53])[CH3:54]. Procedure details: The title compound was prepared as described in Example 95 using N-methyl-2-(4-(1-(4-(trifluoromethoxy)phenyl)-1H-1,2,4-triazol-3-yl)phenyl)ethanamine (CB24) and (Z)-4-nitrophenyl(3-(2-isopropyl-5-methylphenyl)-4-oxothiazolidin-2-ylidene)carbamate (CA50), purified by flash column chromatography using 0-100% ethyl acetate/B, where B=1:1 dichloromethane/hexanes, as eluent and isolated as a pale orange foam (0.160 g, 63%). Starting materials: C1N2CN3CN1CN(C2)C3, CC(=O)O, O, c1cnc2[nH]ccc2c1. Yields the product O=Cc1c[nH]c2ncccc12. Reaction SMILES: [CH2:10]1[N:11]2[CH2:12][N:13]3[CH2:14][N:15]([CH2:16]2)[CH2:17][N:18]1[CH2:19]3.[CH3:20][C:21]([OH:22])=[O:23].[OH2:24].[nH:1]1[cH:2][cH:3][c:4]2[c:5]1[n:6][cH:7][cH:8][cH:9]2>>[nH:1]1[cH:2][c:3]([CH:21]=[O:22])[c:4]2[c:5]1[n:6][cH:7][cH:8][cH:9]2.